Dataset: the Open Reaction Database (ORD), a public repository of structured organic reaction records. Task: describe an organic reaction: reactants, conditions, products, and yield The reactants are 5.72, NCCC1=CC=C(C=C1)C(CCCCCC(=O)O)C=1C=NC=CC1 (7-(4-(2-aminoethyl)phenyl)-7-(3-pyridyl)heptanoic acid), FC1=CC=C(C=C1)S(=O)(=O)Cl (4-fluorobenzenesulphonic acid chloride), C26H29FN2O4S. The product is FC1=CC=C(C=C1)S(=O)(=O)NCCC1=CC=C(C=C1)C(CCCCCC(=O)O)C=1C=NC=CC1 (7-(4-(2-(4-Fluorobenzenesulphonylamino)ethyl)phenyl)-7-(3-pyridyl)heptanoic acid). Isolated yield 66.0%. As a reaction SMILES: [NH2:1][CH2:2][CH2:3][C:4]1[CH:9]=[CH:8][C:7]([CH:10]([C:19]2[CH:20]=[N:21][CH:22]=[CH:23][CH:24]=2)[CH2:11][CH2:12][CH2:13][CH2:14][CH2:15][C:16]([OH:18])=[O:17])=[CH:6][CH:5]=1.[F:25][C:26]1[CH:31]=[CH:30][C:29]([S:32](Cl)(=[O:34])=[O:33])=[CH:28][CH:27]=1>>[F:25][C:26]1[CH:31]=[CH:30][C:29]([S:32]([NH:1][CH2:2][CH2:3][C:4]2[CH:5]=[CH:6][C:7]([CH:10]([C:19]3[CH:20]=[N:21][CH:22]=[CH:23][CH:24]=3)[CH2:11][CH2:12][CH2:13][CH2:14][CH2:15][C:16]([OH:18])=[O:17])=[CH:8][CH:9]=2)(=[O:34])=[O:33])=[CH:28][CH:27]=1. Reported procedure: Prepared analogously to Example 13 from 7-(4-(2-aminoethyl)phenyl)-7-(3-pyridyl)heptanoic acid and 4-fluorobenzenesulphonic acid chloride. Yield: 66% of theory, Resin, Rf value: 0.20 (silica gel: chloroform/methanol=10:1) C26H29FN2O4S (484.6) Calculated: C 64.44 H 6.03 N 5.72 Found: 64.48 5.99 5.72